From a dataset of the Open Reaction Database (ORD), a public repository of structured organic reaction records. describe an organic reaction: reactants, conditions, products, and yield Reactants: [I-].[K+] (potassium iodide), II (iodine), FC1=CC=C(C=C1)C(=O)C1=CC=C(C=C1)O ((4-Fluorophenyl)(4-hydroxyphenyl)methanone). The solvent is O (water), [OH-].[NH4+] (ammonium hydroxide). Reaction conditions: temperature 25 celsius, time 15 minute. Yields the product FC1=CC=C(C=C1)C(=O)C1=CC(=C(C=C1)O)I ((4-fluorophenyl)(4-hydroxy-3-iodophenyl)methanone). Yield: 73.9%. Reaction SMILES: [F:1][C:2]1[CH:7]=[CH:6][C:5]([C:8]([C:10]2[CH:15]=[CH:14][C:13]([OH:16])=[CH:12][CH:11]=2)=[O:9])=[CH:4][CH:3]=1.[I-:17].[K+].II>[OH-].[NH4+].O>[F:1][C:2]1[CH:7]=[CH:6][C:5]([C:8]([C:10]2[CH:15]=[CH:14][C:13]([OH:16])=[C:12]([I:17])[CH:11]=2)=[O:9])=[CH:4][CH:3]=1 |f:1.2,4.5|. Procedure details: (4-Fluorophenyl)(4-hydroxyphenyl)methanone (20.0 g, 92.5 mmol) in concentrated ammonium hydroxide (770 mL) was allowed to stir at 25° C. for 15 minutes and then treated with potassium iodide (74.79 g, 450.5 mmol) and iodine (23.48 g, 92.5 mmol) in water (185 mL). The reaction mixture was allowed to stir at 25° C. for 18 hours and then filtered. The precipitate was dissolved in ethyl acetate, washed with water and brine, dried, filtered and the filtrate concentrated under reduced pressure to prov... Reactants: N1(C=CC=C1)[C@H](C(=O)OC)CC(=O)OC (dimethyl(2S)-2-(1H-pyrrol-1-yl)butanedioate), [Li+].[BH4-] (LiBH4). The solvent is C1CCOC1 (THF). Reaction conditions: temperature 0 celsius, time 6 hour. Yields the product N1(C=CC=C1)[C@H](CO)CCO ((2S)-2-(1H-pyrrol-1-yl)butane-1,4-diol). Isolated yield 95.0%. Reaction SMILES: [N:1]1([C@@H:6]([CH2:11][C:12](OC)=[O:13])[C:7](OC)=[O:8])[CH:5]=[CH:4][CH:3]=[CH:2]1.[Li+].[BH4-]>C1COCC1>[N:1]1([C@@H:6]([CH2:11][CH2:12][OH:13])[CH2:7][OH:8])[CH:5]=[CH:4][CH:3]=[CH:2]1 |f:1.2|. Reported procedure: In a two necked flask cooled in an ice bath and under argon atmosphere, dimethyl(2S)-2-(1H-pyrrol-1-yl)butanedioate (19 mmol, 4.0 g) was dissolved in 10 ml of dry THF. LiBH4 (57 mmol 1.14 g) was added portionwise and the reaction was stirred for 6 hours at 0° C. When the reaction was completed, it was quenched by addition of 2M HCl and Ethyl Acetate (30 ml). The aqueous layer was extracted with ethyl acetate 2 times and the combined organic layers were dried, filtered and evaporated. The crude r... The reactants are [BH4-].[Na+] (Sodium borohydride), C(CCCCC)N1C=NC=C1[C@H]([C@H](C\C=C/CCC(=O)OC)C(=O)N1C(OCC[C@H]1C(C)C)=O)O (methyl (7S,4Z)-7-[(S)-(1-hexylimidazol-5-yl)hydroxymethyl]-8-[(S)-4-isopropyl-2-oxo-1,3-oxazinan-3-yl]-8-oxo-oct-4-enoate), [Cl-].[NH4+] (ammonium chloride). Run in CO (methanol). Product: C(CCCCC)N1C=NC=C1[C@H]([C@@H](C\C=C/CCC(=O)OC)CO)O (methyl (7S,4Z)-7-[(S)-(1-hexylimidazol-5-yl)hydroxymethyl]-8-hydroxyoct-4-enoate). Isolated yield 60.0%. Reaction SMILES: [BH4-].[Na+].[CH2:3]([N:9]1[C:13]([C@@H:14]([OH:37])[C@@H:15]([C:25](N2[C@H](C(C)C)CCOC2=O)=[O:26])[CH2:16]/[CH:17]=[CH:18]\[CH2:19][CH2:20][C:21]([O:23][CH3:24])=[O:22])=[CH:12][N:11]=[CH:10]1)[CH2:4][CH2:5][CH2:6][CH2:7][CH3:8].[Cl-].[NH4+]>CO>[CH2:3]([N:9]1[C:13]([C@@H:14]([OH:37])[C@H:15]([CH2:25][OH:26])[CH2:16]/[CH:17]=[CH:18]\[CH2:19][CH2:20][C:21]([O:23][CH3:24])=[O:22])=[CH:12][N:11]=[CH:10]1)[CH2:4][CH2:5][CH2:6][CH2:7][CH3:8] |f:0.1,3.4|. Reported procedure: Sodium borohydride (4×36 mg, 3.8 mmol) was added in batches at 30 minute intervals to a solution of the product of step (v) in methanol (4 ml) at 0° C. with stirring under argon. After stirring for a further 30 minutes, a saturated aqueous solution of ammonium chloride (5 ml) was added slowly. The mixture was extracted with ethyl acetate (3×10 ml) and the combined extracts dried (MgSO4), filtered and concentrated by evaporation. The residue was purified by column chromatography, eluting with 10%... The reactants are BrC=1C=C(C=CC1)C(CC(=O)O)C1=C(C=CC=C1)C (3-(3-bromo-phenyl)-3-o-tolyl-propionic acid), Cl.CNOC (N,O-dimethylhydroxylamine hydrochloride). Product: BrC=1C=C(C=CC1)C(CC(=O)N(C)OC)C1=C(C=CC=C1)C (3-(3-Bromo-phenyl)-N-methoxy-N-methyl-3-o-tolyl-propionamide). Reaction SMILES: [Br:1][C:2]1[CH:3]=[C:4]([CH:8]([C:13]2[CH:18]=[CH:17][CH:16]=[CH:15][C:14]=2[CH3:19])[CH2:9][C:10](O)=[O:11])[CH:5]=[CH:6][CH:7]=1.Cl.[CH3:21][NH:22][O:23][CH3:24]>>[Br:1][C:2]1[CH:3]=[C:4]([CH:8]([C:13]2[CH:18]=[CH:17][CH:16]=[CH:15][C:14]=2[CH3:19])[CH2:9][C:10]([N:22]([O:23][CH3:24])[CH3:21])=[O:11])[CH:5]=[CH:6][CH:7]=1 |f:1.2|. Procedure: In analogy to example 74, step 4, from 3-(3-bromo-phenyl)-3-o-tolyl-propionic acid and N,O-dimethylhydroxylamine hydrochloride was prepared the title compound as a white solid, mp 89° C., MS (ESI+): m/z=362.07 ([M+H]+, 1 Br). Reactants: C([C@@H](O)[C@H](O)C(=O)O)(=O)O.N1C[C@H](CCC1)C(=O)OCC (ethyl (3S)-3-piperidinecarboxylate D(−)-tartarate), [OH-].[Na+] (sodium hydroxide). Procedure: To 13.0 g of ethyl (3S)-3-piperidinecarboxylate D(−)-tartarate which was synthesized following the method of P. Magnus, et al. [J. Org. Chem. Vol. 56, 1166-1170 (1991)], 3N aqueous sodium hydroxide solution was added to render the former basic, followed by extraction with chloroform and drying over anhydrous magnesium sulfate. Distilling the solvent off under reduced pressure, 7.50 g of the title compound was obtained. RXN SMILES: C(O)(=O)[C@H]([C@@H](C(O)=O)O)O.[NH:11]1[CH2:16][CH2:15][CH2:14][C@H:13]([C:17]([O:19][CH2:20][CH3:21])=[O:18])[CH2:12]1.[OH-].[Na+]>>[NH:11]1[CH2:16][CH2:15][CH2:14][C@H:13]([C:17]([O:19][CH2:20][CH3:21])=[O:18])[CH2:12]1 |f:0.1,2.3|. Isolated yield 112.8%. Yields the product N1C[C@H](CCC1)C(=O)OCC (ethyl (3S)-3-piperidinecarboxylate).